The task is: describe an organic reaction: reactants, conditions, products, and yield. This data is from the Open Reaction Database (ORD), a public repository of structured organic reaction records. Starting materials: Cl (hydrochloric acid), ice, ClC1=CC=C(N)C=C1 (p-chloroaniline), aqueous solution, N(=O)[O-].[Na+] (sodium nitrite), CC1=CC(=O)OC2=C1C=C(C(=C2)O)O (4-methylesculetin), cupric chloride dihydrate, C(C)(=O)[O-].[Na+] (sodium acetate). Run in CC(=O)C (acetone). Run at time 1 hour. Product: ClC1=CC=C(C=C1)C=1C(OC2=CC(=C(C=C2C1C)O)O)=O (3-(4-chlorophenyl)-4-methyl-6,7-dihydroxycoumarin). Yield: 5.9%. Reaction SMILES: Cl.[Cl:2][C:3]1[CH:9]=[CH:8][C:6](N)=[CH:5][CH:4]=1.N([O-])=O.[Na+].C([O-])(=O)C.[Na+].[CH3:19][C:20]1[C:26]2[CH:27]=[C:28]([OH:32])[C:29]([OH:31])=[CH:30][C:25]=2[O:24][C:22](=[O:23])[CH:21]=1>CC(C)=O>[Cl:2][C:3]1[CH:9]=[CH:8][C:6]([C:21]2[C:22](=[O:23])[O:24][C:25]3[C:26]([C:20]=2[CH3:19])=[CH:27][C:28]([OH:32])=[C:29]([OH:31])[CH:30]=3)=[CH:5][CH:4]=1 |f:2.3,4.5|. Reported procedure: To a mixed solution of 25 ml of concentrated hydrochloric acid and 15 g of ice were added 3.83 g (30,0 mmol) of p-chloroaniline (purchased from Tokyo Kasei), 7 ml of a 30% aqueous solution of sodium nitrite (purchased from Wako Junyaku Kogyo) in order, and the mixture was stirred at room temperature for 1 hour. A saturated aqueous solution of sodium acetate (purchased from Wako Junyaku Kogyo) was added to the mixture to adjust its pH to 4, insoluble materials were filtrated, the filtrate was add... Starting materials: 2, ClC1=CC=C(C=N1)CN(CCC)C(C)O ({[(6-chloro(3-pyridyl))methyl]propylamino}ethan-1-ol), S(=O)(Cl)Cl (thionyl chloride). Run in C(Cl)(Cl)Cl (chloroform). Run at time 1 hour. Product: ClC1=CC=C(C=N1)CN(CCC)CCCl ([(6-chloro(3-pyridyl))methyl](2-chloroethyl)propylamine). Reaction SMILES: [Cl:1][C:2]1[N:7]=[CH:6][C:5]([CH2:8][N:9]([CH:13](O)[CH3:14])[CH2:10][CH2:11][CH3:12])=[CH:4][CH:3]=1.S(Cl)([Cl:18])=O>C(Cl)(Cl)Cl>[Cl:1][C:2]1[N:7]=[CH:6][C:5]([CH2:8][N:9]([CH2:13][CH2:14][Cl:18])[CH2:10][CH2:11][CH3:12])=[CH:4][CH:3]=1. Reported procedure: A stirred solution of 1.0 gram (0.0044 mole) of 2 {[(6-chloro(3-pyridyl))methyl]propylamino}ethan-1-ol in two mL of chloroform was cooled to 0° C., and 2 mL (excess) of thionyl chloride was added dropwise. Upon completion of addition the reaction mixture was allowed to warm to ambient temperature, and then it was heated to reflux where it was stirred for one hour. After this time the reaction mixture was concentrated and made basic with aqueous 10% sodium hydroxide. The mixture was then extracte... The reactants are ClC1=NC2=C(N1C1CCN(CC1)CC1CCCC1)C=CC=C2 (2-chloro-1-(1-cyclopentylmethyl-4-piperidinyl)-1H-benzimidazole), CN1CCNCC1 (N-methylpiperazine). The solvent is CO (MeOH). Run at temperature 120 celsius. Product: C1(CCCC1)CN1CCC(CC1)N1C(=NC2=C1C=CC=C2)N2CCN(CC2)C (1-(1-Cyclopentylmethyl-4-piperidinyl)-2-(4-methylpiperazinyl)-1H-benzimidazole). Reaction SMILES: Cl[C:2]1[N:6]([CH:7]2[CH2:12][CH2:11][N:10]([CH2:13][CH:14]3[CH2:18][CH2:17][CH2:16][CH2:15]3)[CH2:9][CH2:8]2)[C:5]2[CH:19]=[CH:20][CH:21]=[CH:22][C:4]=2[N:3]=1.[CH3:23][N:24]1[CH2:29][CH2:28][NH:27][CH2:26][CH2:25]1>CO>[CH:14]1([CH2:13][N:10]2[CH2:11][CH2:12][CH:7]([N:6]3[C:5]4[CH:19]=[CH:20][CH:21]=[CH:22][C:4]=4[N:3]=[C:2]3[N:27]3[CH2:28][CH2:29][N:24]([CH3:23])[CH2:25][CH2:26]3)[CH2:8][CH2:9]2)[CH2:18][CH2:17][CH2:16][CH2:15]1. Reported procedure: The mixture of 1-(1-cyclopentylmethyl-4-piperidinyl)-1,3-dihydro-2H-benzimidazole-2-one(202 mg) and POCl3(5 ml) was heated at 120° C. for 2 h. After cooling down to room temperature, the reaction mixture was poured into NH4OH solution, and extracted with CH2Cl2. The extracts combined were washed with water, and dried (Na2SO4). After filtration, the filtrate was concentrated to give oil, which was purified by preparative TLC (1 mm thick plate×2, CH2Cl2/MeOH:15/1) to give 148 mg (69%) of 2-chloro-... Starting materials: [H-].[Na+] (Sodium hydride), ClC1=CC=C2C(C(NC2=C1)=O)=O (6-chloroisatin), COC1=CC=C(C=C1)[Mg]Br (4-methoxyphenyl magnesium bromide). Solvent: O1CCCC1 (tetrahydrofuran), O1CCCC1 (tetrahydrofuran). Run at temperature -25 celsius, time 10 minute. Product: ClC1=CC=C2C(C(NC2=C1)=O)(C1=CC=C(C=C1)OC)O (rac-6-chloro-3-hydroxy-3-(4-methoxy-phenyl)-1,3-dihydro-indol-2-one). Reaction SMILES: [H-].[Na+].[Cl:3][C:4]1[CH:12]=[C:11]2[C:7]([C:8](=[O:14])[C:9](=[O:13])[NH:10]2)=[CH:6][CH:5]=1.[CH3:15][O:16][C:17]1[CH:22]=[CH:21][C:20]([Mg]Br)=[CH:19][CH:18]=1>O1CCCC1>[Cl:3][C:4]1[CH:12]=[C:11]2[C:7]([C:8]([OH:14])([C:20]3[CH:21]=[CH:22][C:17]([O:16][CH3:15])=[CH:18][CH:19]=3)[C:9](=[O:13])[NH:10]2)=[CH:6][CH:5]=1 |f:0.1|. Procedure: Sodium hydride (60% in oil, 0.3 g, 7.5 mmol) (Aldrich) was added to a suspension of 6-chloroisatin (1.82 g, 10 mmol) in tetrahydrofuran (30 mL) under argon with cooling in a −25° C. bath and magnetic stirring. After 10 minutes, a solution of 4-methoxyphenyl magnesium bromide in tetrahydrofuran (0.5 M, 40 mL, 20 mmol) (Aldrich) was added dropwise at such a rate that reaction temperature was kept below −10° C. (approximately 30 minutes). Cooling bath was then removed and mixture allowed to warm to... Reactants: CCOC(=O)C=O, CCO, NC1CCc2c(F)cc(F)cc2C1. Yields the product CCOC(=O)CNC1CCc2c(F)cc(F)cc2C1. Reaction SMILES: [C:14]([CH:15]=[O:16])(=[O:17])[O:18][CH2:19][CH3:20].[CH3:21][CH2:22][OH:23].[F:1][c:2]1[c:3]2[c:8]([cH:9][c:10]([F:12])[cH:11]1)[CH2:7][CH:6]([NH2:13])[CH2:5][CH2:4]2>>[F:1][c:2]1[c:3]2[c:8]([cH:9][c:10]([F:12])[cH:11]1)[CH2:7][CH:6]([NH:13][CH2:15][C:14](=[O:17])[O:18][CH2:19][CH3:20])[CH2:5][CH2:4]2. Starting materials: CO[C@@H](C(=O)O)C1=CC=CC=C1 ((R)-(+)-Methoxyphenylacetic acid), NCC1=CC=C(C#N)C=C1 (4-aminomethyl benzonitrile). Product: C(#N)C1=CC=C(CNC([C@@H](C2=CC=CC=C2)OC)=O)C=C1 ((R)-N-(4-cyano-benzyl)-2-methoxy-2-phenyl-acetamide). RXN SMILES: [CH3:1][O:2][C@H:3]([C:7]1[CH:12]=[CH:11][CH:10]=[CH:9][CH:8]=1)[C:4]([OH:6])=O.[NH2:13][CH2:14][C:15]1[CH:22]=[CH:21][C:18]([C:19]#[N:20])=[CH:17][CH:16]=1>>[C:14]([C:15]1[CH:22]=[CH:21][C:18]([CH2:19][NH:20][C:4](=[O:6])[C@H:3]([O:2][CH3:1])[C:7]2[CH:12]=[CH:11][CH:10]=[CH:9][CH:8]=2)=[CH:17][CH:16]=1)#[N:13]. Reported procedure: (R)-(+)-Methoxyphenylacetic acid was coupled with 4-aminomethyl benzonitrile (CAS No: 10406-25-4) according to general procedure C to give (R)-N-(4-cyano-benzyl)-2-methoxy-2-phenyl-acetamide as an off-white solid. MS 281.1 ([M+H]+)